Dataset: the Open Reaction Database (ORD), a public repository of structured organic reaction records. Task: describe an organic reaction: reactants, conditions, products, and yield Reaction SMILES: [C:1]1([CH3:9])[C:2]([NH2:8])=[CH:3][C:4]([NH2:7])=[CH:5][CH:6]=1.[CH2:10]=[CH:11][C:12](=[CH2:14])[CH3:13]>CCCCC>[CH3:14][C:12]([CH3:13])=[CH:11][CH2:10][C:5]1[CH:6]=[C:1]([CH3:9])[C:2]([NH2:8])=[CH:3][C:4]=1[NH2:7]. Procedure details: A 200g (1.64 mol) portion of 2,4-toluenediamine, 167g (2.45 mol) of isoprene, 200g (2.78 mol) pentane, and 20g of catalyst comprised of 13% alumina and 87% silica were reacted at 200° C. in a similar fashion as indicated in Example 5. Isolation of catalyst free sample was accomplished by hot filtration. Selective removal of all residual low boiling hydrocarbons by vacuum distillation afforded the following product mixture: The reactants are 200g, 200g, C=CC(C)=C (isoprene), C=1(C(=CC(=CC1)N)N)C (2,4-toluenediamine), 167g, 20g. Product: CC(=CCC1=C(C=C(C(=C1)C)N)N)C (5-(3-Methylbut-2-enyl)-2,4-toluenediamine). Run in CCCCC (pentane). Starting materials: ClC=1C=CC=2N(C(C3=C(N(C2N1)CC)N=CC(=C3)C=C)=O)C (2-chloro-5,11-dihydro-11-ethyl-5-methyl-8-vinyl-6H-dipyrido[3,2-b:2',3'-e][1,4]diazepin-6-one), ClCCl.CO (dichloromethane methanol). Reaction conditions: temperature -78 celsius. The product is ClC=1C=CC=2N(C(C3=C(N(C2N1)CC)N=CC(=C3)C=O)=O)C (2-chloro-5,11-dihydro-11-ethyl-8-formyl-5-methyl-6H-dipyrido[3,2-b:2',3'-e][1,4]diazepin-6-one). The yield is 81.0%. RXN SMILES: [Cl:1][C:2]1[CH:3]=[CH:4][C:5]2[N:6]([CH3:22])[C:7](=[O:21])[C:8]3[CH:18]=[C:17]([CH:19]=C)[CH:16]=[N:15][C:9]=3[N:10]([CH2:13][CH3:14])[C:11]=2[N:12]=1.ClCCl.C[OH:27]>>[Cl:1][C:2]1[CH:3]=[CH:4][C:5]2[N:6]([CH3:22])[C:7](=[O:21])[C:8]3[CH:18]=[C:17]([CH:19]=[O:27])[CH:16]=[N:15][C:9]=3[N:10]([CH2:13][CH3:14])[C:11]=2[N:12]=1 |f:1.2|. Procedure details: The 2-chloro-5,11-dihydro-11-ethyl-5-methyl-8-vinyl-6H-dipyrido[3,2-b:2',3'-e][1,4]diazepin-6-one (2.34 g, 7.43 mmol) was dissolved in 1:1 dichloromethane/methanol (40 mL) and cooled to -78° C. This solution was then saturated with ozone and a stream ozone was bubbled through for 10 minutes while stirring. The mixture was warmed to ambient temperature and quenched with excess dimethylsulfide. The mixture was then concentrated and the resulting residue was purified by flash chromatography (gradie... Starting materials: C(C)N1C=C(C(C2=CC(=C(C(=C12)OC(F)F)N1CCN(CC1)C1=NC=CC=N1)F)=O)C(=O)O (1-ethyl-6-fluoro-8-difluoromethoxy-7-[4-(2-pyrimidinyl)piperazin-1-yl]-1,4-dihydro-4-oxoquinoline-3-carboxylic acid), OCCN1CCOCC1 (4-(2-hydroxyethyl)morpholine), Cl.C(C)N=C=NCCCN(C)C (1-ethyl-3-(3-dimethylaminopropyl)carbodiimide hydrochloride). The reagents and catalysts are CN(C1=CC=NC=C1)C (4-dimethylaminopyridine). Solvent: C(Cl)Cl (methylene chloride). Conditions: time 4 day. Product: N (ammonia), C(C)N1C=C(C(C2=CC(=C(C(=C12)OC(F)F)N1CCN(CC1)C1=NC=CC=N1)F)=O)C(=O)OCCN1CCOCC1 (2-morpholinoethyl 1-ethyl-6-fluoro-8-difluoromethoxy-7-[4-(2-pyrimidinyl)piperazin-1-yl]-1,4-dihydro-4-oxoquinoline-3-carboxylate). Yield: 137.2%. RXN SMILES: [CH2:1]([N:3]1[C:12]2[C:7](=[CH:8][C:9]([F:29])=[C:10]([N:17]3[CH2:22][CH2:21][N:20]([C:23]4[N:28]=[CH:27][CH:26]=[CH:25][N:24]=4)[CH2:19][CH2:18]3)[C:11]=2[O:13][CH:14]([F:16])[F:15])[C:6](=[O:30])[C:5]([C:31]([OH:33])=[O:32])=[CH:4]1)[CH3:2].O[CH2:35][CH2:36][N:37]1[CH2:42][CH2:41][O:40][CH2:39][CH2:38]1.Cl.C(N=C=NCCCN(C)C)C>C(Cl)Cl.CN(C)C1C=CN=CC=1>[NH3:3].[CH2:1]([N:3]1[C:12]2[C:7](=[CH:8][C:9]([F:29])=[C:10]([N:17]3[CH2:18][CH2:19][N:20]([C:23]4[N:28]=[CH:27][CH:26]=[CH:25][N:24]=4)[CH2:21][CH2:22]3)[C:11]=2[O:13][CH:14]([F:16])[F:15])[C:6](=[O:30])[C:5]([C:31]([O:33][CH2:35][CH2:36][N:37]2[CH2:42][CH2:41][O:40][CH2:39][CH2:38]2)=[O:32])=[CH:4]1)[CH3:2] |f:2.3|. Reported procedure: In 3 l of methylene chloride were added 58.94 g (0.127 mole) of 1-ethyl-6-fluoro-8-difluoromethoxy-7-[4-(2-pyrimidinyl)piperazin-1-yl]-1,4-dihydro-4-oxoquinoline-3-carboxylic acid, 25.05 g (0.191 mole) of 4-(2-hydroxyethyl)morpholine, 23.3 g (0.191 mole) of 4-dimethylaminopyridine and 48.8 g (0.254 mole) of 1-ethyl-3-(3-dimethylaminopropyl)carbodiimide hydrochloride, and the mixture was stirred at room temperature for 4 days. Then, the solvent was removed under reduced pressure. The residue was ... The reactants are C(C)(C)(C)O (t-butylalcohol), [I-].[K+] (potassium iodide), C(C)OCC (diethylether), C(C)(=O)CC(C)=O (acetylacetone), BrCC1=CC(=CC=C1)CBr (1,3-bis(bromomethyl)benzene). Solvent: O (water). Conditions: time 30 minute. Yields the product C1(=CC(=CC=C1)CC(C(C)=O)C(C)=O)CC(C(C)=O)C(C)=O (3,3′-[1,3-phenylenebis(methylene)]bis(2,4-pentanedione)). Reaction SMILES: [C:1]([OH:5])([CH3:4])([CH3:3])C.[C:6]([CH2:9][C:10](=[O:12])[CH3:11])(=[O:8])[CH3:7].Br[CH2:14][C:15]1[CH:20]=[CH:19][CH:18]=[C:17]([CH2:21]Br)[CH:16]=1.[I-].[K+].[CH2:25]([O:27]CC)[CH3:26]>O>[C:17]1([CH2:21][CH:3]([C:25](=[O:27])[CH3:26])[C:1](=[O:5])[CH3:4])[CH:18]=[CH:19][CH:20]=[C:15]([CH2:14][CH:9]([C:10](=[O:12])[CH3:11])[C:6](=[O:8])[CH3:7])[CH:16]=1 |f:3.4|. Procedure details: 17.0 g (0.15 mol) of t-butokypotassium was added to 20 mL of t-butylalcohol, and then dissolved by agitating for 30 minutes under refluxing. In the above solution, under refluxing, 22.9 g (0.23 mol) of acetylacetone was dropped for 10 minutes, and then agitated for 2 hours. Thereafter, under refluxing, 20.2 g (0.08 mol) of 1,3-bis(bromomethyl)benzene was added for 30 minutes, and then agitated for 1 hour. Thereafter, under refluxing, 3.0 g (0.02 mol) of potassium iodide was added, and then agita...